This data is from the Open Reaction Database (ORD), a public repository of structured organic reaction records. The task is: describe an organic reaction: reactants, conditions, products, and yield Reactants: O=C(O)C1C(CS)N(Cc2ccccc2)C(=O)N1Cc1ccccc1, CCOC(C)=O, C(=NC1CCCCC1)=NC1CCCCC1, ClC(Cl)Cl, c1ccncc1. The product is O=C1SCC2C1N(Cc1ccccc1)C(=O)N2Cc1ccccc1. RXN SMILES: [CH2:1]([c:2]1[cH:3][cH:4][cH:5][cH:6][cH:7]1)[N:8]1[C:9](=[O:25])[N:10]([CH2:18][c:19]2[cH:20][cH:21][cH:22][cH:23][cH:24]2)[CH:11]([C:15](=[O:16])[OH:17])[CH:12]1[CH2:13][SH:14].[CH3:47][CH2:48][O:49][C:50](=[O:51])[CH3:52].[CH:32]1([N:33]=[C:34]=[N:35][CH:36]2[CH2:37][CH2:38][CH2:39][CH2:40][CH2:41]2)[CH2:42][CH2:43][CH2:44][CH2:45][CH2:46]1.[CH:53]([Cl:54])([Cl:55])[Cl:56].[cH:26]1[cH:27][cH:28][n:29][cH:30][cH:31]1>>[CH2:1]([c:2]1[cH:3][cH:4][cH:5][cH:6][cH:7]1)[N:8]1[C:9](=[O:25])[N:10]([CH2:18][c:19]2[cH:20][cH:21][cH:22][cH:23][cH:24]2)[CH:11]2[CH:12]1[CH2:13][S:14][C:15]2=[O:16]. The reactants are COC(=O)NC(C(=O)NC(Cc1ccc(-c2ccccn2)cc1)CC(OCSC)C(Cc1ccccc1)NC(=O)C(N1CCN(Cc2ccccc2)C1=O)C(C)(C)C)C(C)(C)C, CN(C)CC(=O)O, Cl, Cl, O=C1CCC(=O)N1I, C1COCCO1. Yields the product COC(=O)NC(C(=O)NC(Cc1ccc(-c2ccccn2)cc1)CC(OCOC(=O)CN(C)C)C(Cc1ccccc1)NC(=O)C(N1CCN(Cc2ccccc2)C1=O)C(C)(C)C)C(C)(C)C. As a reaction SMILES: [CH2:1]([c:2]1[cH:3][cH:4][cH:5][cH:6][cH:7]1)[N:8]1[C:9](=[O:62])[N:10]([CH:13]([C:14](=[O:15])[NH:16][CH:17]([CH:18]([CH2:19][CH:20]([CH2:21][c:22]2[cH:23][cH:24][c:25](-[c:28]3[n:29][cH:30][cH:31][cH:32][cH:33]3)[cH:26][cH:27]2)[NH:34][C:35]([CH:36]([NH:37][C:38](=[O:39])[O:40][CH3:41])[C:42]([CH3:43])([CH3:44])[CH3:45])=[O:46])[O:47][CH2:48][S:49][CH3:50])[CH2:51][c:52]2[cH:53][cH:54][cH:55][cH:56][cH:57]2)[C:58]([CH3:59])([CH3:60])[CH3:61])[CH2:11][CH2:12]1.[CH3:64][N:65]([CH2:66][C:67](=[O:68])[OH:69])[CH3:70].[ClH:63].[ClH:79].[I:71][N:72]1[C:73](=[O:74])[CH2:75][CH2:76][C:77]1=[O:78].[O:80]1[CH2:81][CH2:82][O:83][CH2:84][CH2:85]1>>[CH2:1]([c:2]1[cH:3][cH:4][cH:5][cH:6][cH:7]1)[N:8]1[C:9](=[O:62])[N:10]([CH:13]([C:14](=[O:15])[NH:16][CH:17]([CH:18]([CH2:19][CH:20]([CH2:21][c:22]2[cH:23][cH:24][c:25](-[c:28]3[n:29][cH:30][cH:31][cH:32][cH:33]3)[cH:26][cH:27]2)[NH:34][C:35]([CH:36]([NH:37][C:38](=[O:39])[O:40][CH3:41])[C:42]([CH3:43])([CH3:44])[CH3:45])=[O:46])[O:47][CH2:48][O:69][C:67]([CH2:66][N:65]([CH3:64])[CH3:70])=[O:68])[CH2:51][c:52]2[cH:53][cH:54][cH:55][cH:56][cH:57]2)[C:58]([CH3:59])([CH3:60])[CH3:61])[CH2:11][CH2:12]1. Procedure details: The tin and hydrochloric acid reduction of 5,6-dimethoxy-2-methyl-3-[2-(4-phenyl-1-piperazinyl)ethyl]indole to cis-5,6-dimethoxy-2-methyl-3-[2-(4-phenyl-1-piperazinyl)ethyl]indoline suffers from low productivity in that it has not been possible to isolate more than 60-65% of crude product. Furthermore, this crude material is contaminated with 6-7% of trans-isomer and 1-2% of starting material. Purification by two recrystallizations is required to provide pure cis-isomer in 9% overall yield. Alte... Reagents/catalysts: [Cr](=O)([O-])[O-].[Cu+2] (copper chromite). Starting materials: [Sn] (tin), crude material, COC=1C=C2[C@@H]([C@@H](NC2=CC1OC)C)CCN1CCN(CC1)C1=CC=CC=C1 (cis-5,6-dimethoxy-2-methyl-3-[2-(4-phenyl-1-piperazinyl)ethyl]indoline), B#B (diborane), C[O-].[Na+] (sodium methoxide), N1C=CC2=CC=CC=C12 (indole), Cl (hydrochloric acid), COC=1C=C2C(=C(NC2=CC1OC)C)CCN1CCN(CC1)C1=CC=CC=C1 (5,6-dimethoxy-2-methyl-3-[2-(4-phenyl-1-piperazinyl)ethyl]indole), starting material. RXN SMILES: [Sn].Cl.CO[C:5]1[CH:6]=[C:7]2[C:11](=[CH:12][C:13]=1OC)[NH:10][C:9](C)=[C:8]2CCN1CCN(C2C=CC=CC=2)CC1.COC1C=C2C(=CC=1OC)N[C@@H](C)[C@H]2CCN1CCN(C2C=CC=CC=2)CC1.N1C2C(=CC=CC=2)C=C1.B#B.C[O-].[Na+]>[Cr]([O-])([O-])=O.[Cu+2]>[NH:10]1[C:11]2[C:7](=[CH:6][CH:5]=[CH:13][CH:12]=2)[CH2:8][CH2:9]1 |f:6.7,8.9,^3:0|. Product: N1CCC2=CC=CC=C12 (indoline).